Dataset: the Open Reaction Database (ORD), a public repository of structured organic reaction records. Task: describe an organic reaction: reactants, conditions, products, and yield The reactants are BrC=1C=C(C=NC1Cl)OC[C@@H]1N(CCC1)C(=O)OC(C)(C)C (5-bromo-6-chloro-3-(1-BOC-2(R)-pyrrolidinylmethoxy)pyridine), S1C(=CC=C1)B(O)O (2-thienylboronic acid), C(=O)([O-])[O-].[Na+].[Na+] (Na2CO3), Pd(0). Solvent: C1(=CC=CC=C1)C (toluene). Yields the product S1C(=CC=C1)C=1C=C(C=NC1Cl)OCC1N(CCC1)C(=O)OC(C)(C)C (5-(2-thienyl)-6-chloro-3-(1-BOC-2-pyrrolidinylmethoxy)pyridine). Yield: 18.6%. RXN SMILES: Br[C:2]1[CH:3]=[C:4]([O:9][CH2:10][C@H:11]2[CH2:15][CH2:14][CH2:13][N:12]2[C:16]([O:18][C:19]([CH3:22])([CH3:21])[CH3:20])=[O:17])[CH:5]=[N:6][C:7]=1[Cl:8].[S:23]1[CH:27]=[CH:26][CH:25]=[C:24]1B(O)O.C([O-])([O-])=O.[Na+].[Na+]>C1(C)C=CC=CC=1>[S:23]1[CH:27]=[CH:26][CH:25]=[C:24]1[C:2]1[CH:3]=[C:4]([O:9][CH2:10][CH:11]2[CH2:15][CH2:14][CH2:13][N:12]2[C:16]([O:18][C:19]([CH3:22])([CH3:21])[CH3:20])=[O:17])[CH:5]=[N:6][C:7]=1[Cl:8] |f:2.3.4|. Reported procedure: A mixture of 5-bromo-6-chloro-3-(1-BOC-2(R)-pyrrolidinylmethoxy)pyridine from Example 69a (310 mg, 0.87 mmol), 2-thienylboronic acid (167 mg, 1.3 mmol), 2M Na2CO3 (3 mL) and Pd(0) (32 mg) were mixed together in toluene (6 mL), and the mixture was heated at reflux for 4 hours. The mixture was cooled and extracted with chloroform. The CHCl3 was removed under reduced pressure, and the residue was chromatographed on a silica gel column, eluting with hexane/ethyl acetate 1:1 to afford the title compo... Reactants: FC(C(C(F)(F)F)(O)C1=CC(=C(N)C(=C1)C)OC)(F)F (4-(hexafluoro-2-hydroxy-2-propyl)-2-methoxy-6-methylaniline), CS(=O)(=O)Cl (methanesulfonyl chloride), O (H2O). The solvent is N1=CC=CC=C1 (pyridine). Conditions: time 16 hour. Yields the product FC(C(C(F)(F)F)(O)C1=CC(=C(NS(=O)(=O)C)C(=C1)C)OC)(F)F (4'-(hexafluoro-2-hydroxy-2-propyl)-2'-methoxy-6'-methylmethanesulfonanilide). RXN SMILES: [F:1][C:2]([F:20])([F:19])[C:3]([C:9]1[CH:15]=[C:14]([CH3:16])[C:12]([NH2:13])=[C:11]([O:17][CH3:18])[CH:10]=1)([OH:8])[C:4]([F:7])([F:6])[F:5].[CH3:21][S:22](Cl)(=[O:24])=[O:23].O>N1C=CC=CC=1>[F:1][C:2]([F:19])([F:20])[C:3]([C:9]1[CH:15]=[C:14]([CH3:16])[C:12]([NH:13][S:22]([CH3:21])(=[O:24])=[O:23])=[C:11]([O:17][CH3:18])[CH:10]=1)([OH:8])[C:4]([F:6])([F:5])[F:7]. Procedure: To 4.54 g (15 mmole) 4-(hexafluoro-2-hydroxy-2-propyl)-2-methoxy-6-methylaniline in 25 ml pyridine, add 1.94 g (17 mmole) methanesulfonyl chloride. After 16 hours, pour onto 200 ml H2O and filter the solid. Recrystallize from Et2O-hexane to obtain the product; m.p. 109°-110° C. Starting materials: FC=1C=CC2=C(SC=C2N2CCN(CC2)CCCCN2C=C3C=CC=CC3=C2)C1 (4-(6-fluorobenzo[b]thien-3-yl)-1-[4-(isoindol-2-yl)butyl]-piperazine), C(\C=C/C(=O)O)(=O)O (maleic acid), C (charcoal). Solvent: C(C)O (ethanol), C(C)O (ethanol). Yields the product C(\C=C/C(=O)O)(=O)O.FC=1C=CC2=C(SC=C2N2CCN(CC2)CCCCN2C=C3C=CC=CC3=C2)C1 (4-(6-Fluorobenzo[b]thien-3-yl)1-[4-(isoindol-2-yl)butyl]piperazine (Z)-2-butenedioate). Yield: 77.5%. RXN SMILES: [F:1][C:2]1[CH:3]=[CH:4][C:5]2[C:9]([N:10]3[CH2:15][CH2:14][N:13]([CH2:16][CH2:17][CH2:18][CH2:19][N:20]4[CH:28]=[C:27]5[C:22]([CH:23]=[CH:24][CH:25]=[CH:26]5)=[CH:21]4)[CH2:12][CH2:11]3)=[CH:8][S:7][C:6]=2[CH:29]=1.[C:30]([OH:37])(=[O:36])/[CH:31]=[CH:32]\[C:33]([OH:35])=[O:34].C>C(O)C>[C:30]([OH:37])(=[O:36])/[CH:31]=[CH:32]\[C:33]([OH:35])=[O:34].[F:1][C:2]1[CH:3]=[CH:4][C:5]2[C:9]([N:10]3[CH2:11][CH2:12][N:13]([CH2:16][CH2:17][CH2:18][CH2:19][N:20]4[CH:21]=[C:22]5[C:27]([CH:26]=[CH:25][CH:24]=[CH:23]5)=[CH:28]4)[CH2:14][CH2:15]3)=[CH:8][S:7][C:6]=2[CH:29]=1 |f:4.5|. Reported procedure: To a 63° C. solution of 4-(6-fluorobenzo[b]thien-3-yl)-1-[4-(isoindol-2-yl)butyl]-piperazine (1.09 g, 2.66 mmol) in ethanol (40 mL) was added maleic acid (0.633 g, 5.45 mmol) and the resulting solution concentrated in vacuo to a dark foam. Trituration of the foam with ethanol/ethyl acetate gave a grey powder. The salt was treated with decolorizing charcoal in ethanol and recrystallized from ethanol to afford 1.08 g (63%) of the title compound as a grey powder, m.p. 153°-155° C. The reactants are FC(C(=O)O)(F)F.C(C1=CC=CC=C1)NC(C(C(=O)NCC1=CC=CC=C1)N)=O (N,N′-dibenzyl-2-aminomalonamide trifluoroacetic acid salt), Cl.C(C)N=C=NCCCN(C)C (1-ethyl-3-(3-(dimethylamino)propyl)carbodiimide hydrochloric acid salt), O.ON1N=NC2=C1C=CC=C2 (1 -hydroxybenztriazole hydrate), Br[C@@H](C(=O)O)CC1=CC=CC=C1 ((R)-2-bromo-3-phenylpropionic acid), CN1CCOCC1 (N-methylmorpholine). Solvent: C(C)(=O)OCC.CCCCCC (ethyl acetate hexane), ClCCl (dichloromethane). Reaction conditions: time 18 hour. The product is C(C1=CC=CC=C1)NC(C(C(=O)NCC1=CC=CC=C1)NC([C@@H](CC1=CC=CC=C1)Br)=O)=O (N,N′-dibenzyl-2-((R)-2-bromo-3-phenylpropionylamino)malonamide). RXN SMILES: FC(F)(F)C(O)=O.[CH2:8]([NH:15][C:16](=[O:29])[CH:17]([NH2:28])[C:18]([NH:20][CH2:21][C:22]1[CH:27]=[CH:26][CH:25]=[CH:24][CH:23]=1)=[O:19])[C:9]1[CH:14]=[CH:13][CH:12]=[CH:11][CH:10]=1.[Br:30][C@H:31]([CH2:35][C:36]1[CH:41]=[CH:40][CH:39]=[CH:38][CH:37]=1)[C:32](O)=[O:33].CN1CCOCC1.Cl.C(N=C=NCCCN(C)C)C.O.ON1C2C=CC=CC=2N=N1>ClCCl.C(OCC)(=O)C.CCCCCC>[CH2:21]([NH:20][C:18](=[O:19])[CH:17]([NH:28][C:32](=[O:33])[C@H:31]([Br:30])[CH2:35][C:36]1[CH:37]=[CH:38][CH:39]=[CH:40][CH:41]=1)[C:16]([NH:15][CH2:8][C:9]1[CH:10]=[CH:11][CH:12]=[CH:13][CH:14]=1)=[O:29])[C:22]1[CH:23]=[CH:24][CH:25]=[CH:26][CH:27]=1 |f:0.1,4.5,6.7,9.10|. Procedure details: Combine N,N′-dibenzyl-2-aminomalonamide trifluoroacetic acid salt (0.41 g, 1.04 mmol), (R)-2-bromo-3-phenylpropionic acid (0.262 g, 1.15 mmol), N-methylmorpholine (0.23 mL, 2.08 mmol), 1-ethyl-3-(3-(dimethylamino)propyl)carbodiimide hydrochloric acid salt (0.22 g, 1.15 mmol), and 1 -hydroxybenztriazole hydrate (0.155 g, 1.15 mmol) in dichloromethane (5 mL). After 18 hours, extract with an aqueous 5% sulfuric acid solution, a saturated sodium bicarbonate solution, and then brine. Dry the organic ...